This data is from the Open Reaction Database (ORD), a public repository of structured organic reaction records. The task is: describe an organic reaction: reactants, conditions, products, and yield Starting materials: COc1ccc2c(Oc3ccc(OCCN4CCCCC4)cc3)c(-c3ccc(C(=O)O)s3)ccc2c1, CO, CN(C)C=O, ClCCl, O=C(Cl)C(=O)Cl, N, C1CCOC1. Yields the product COc1ccc2c(Oc3ccc(OCCN4CCCCC4)cc3)c(-c3ccc(C(N)=O)s3)ccc2c1. As a reaction SMILES: [CH3:1][O:2][c:3]1[cH:4][c:5]2[cH:6][cH:7][c:8](-[c:29]3[cH:30][cH:31][c:32]([C:34](=[O:35])[OH:36])[s:33]3)[c:9]([O:13][c:14]3[cH:15][cH:16][c:17]([O:20][CH2:21][CH2:22][N:23]4[CH2:24][CH2:25][CH2:26][CH2:27][CH2:28]4)[cH:18][cH:19]3)[c:10]2[cH:11][cH:12]1.[CH3:52][OH:53].[CH3:54][N:55]([CH3:56])[CH:57]=[O:58].[Cl:37][CH2:38][Cl:39].[Cl:40][C:41]([C:42]([Cl:43])=[O:44])=[O:45].[NH3:46].[O:47]1[CH2:48][CH2:49][CH2:50][CH2:51]1>>[CH3:1][O:2][c:3]1[cH:4][c:5]2[cH:6][cH:7][c:8](-[c:29]3[cH:30][cH:31][c:32]([C:34](=[O:36])[NH2:46])[s:33]3)[c:9]([O:13][c:14]3[cH:15][cH:16][c:17]([O:20][CH2:21][CH2:22][N:23]4[CH2:24][CH2:25][CH2:26][CH2:27][CH2:28]4)[cH:18][cH:19]3)[c:10]2[cH:11][cH:12]1.